This data is from the Open Reaction Database (ORD), a public repository of structured organic reaction records. The task is: describe an organic reaction: reactants, conditions, products, and yield Reactants: C(C1=CC=CC=C1)N(CC#N)C(CC(=O)O)C (3-(N-benzyl-N-cyanomethylamino)butyric acid), S(O)(O)(=O)=O (sulfuric acid). Run in C(CCC)O (n-butanol). Product: C(CCC)OC(CC(C)N(CC#N)CC1=CC=CC=C1)=O (3-(N-benzyl-N-cyanomethylamino)butyric acid n-butyl ester). Isolated yield 41.0%. Reaction SMILES: [CH2:1]([N:8]([CH:12]([CH3:17])[CH2:13][C:14]([OH:16])=[O:15])[CH2:9][C:10]#[N:11])[C:2]1[CH:7]=[CH:6][CH:5]=[CH:4][CH:3]=1.S(=O)(=O)(O)O>C(O)CCC>[CH2:1]([O:15][C:14](=[O:16])[CH2:13][CH:12]([N:8]([CH2:1][C:2]1[CH:7]=[CH:6][CH:5]=[CH:4][CH:3]=1)[CH2:9][C:10]#[N:11])[CH3:17])[CH2:2][CH2:3][CH3:4]. Procedure: A solution of 4.6 g of 3-(N-benzyl-N-cyanomethylamino)butyric acid in 100 ml of n-butanol is combined with 0.5 ml of concentrated sulfuric acid and the mixture is heated for 4 hours on a water trap under reflux. The reaction mixture is allowed to cool, concentrated to dryness, and the residue dissolved in diethyl ether. The ether solution is washed with 10% sodium bicarbonate solution and saturated sodium chloride solution, dried, and evaporated to dryness. The oily residue is distilled in a bul... Conditions: time 2 hour. The product is FC(CN1C(N(C(C1)C(=O)O)C)=O)F (1-(2,2-difluoroethyl)-3-methyl-2-oxo-4-imidazolidinecarboxylic acid). As a reaction SMILES: FC1C=N[C:5]([N:8]2[CH2:12][CH:11]([C:13]([O:15]C(C)(C)C)=[O:14])[N:10]([CH3:20])[C:9]2=[O:21])=NC=1.[F:22][C:23](F)([F:27])C(O)=O.C1(C)C=CC=CC=1>ClCCl>[F:22][CH:23]([F:27])[CH2:5][N:8]1[CH2:12][CH:11]([C:13]([OH:15])=[O:14])[N:10]([CH3:20])[C:9]1=[O:21]. The reactants are C1(=CC=CC=C1)C (toluene), FC(C(=O)O)(F)F (trifluoroacetic acid), FC=1C=NC(=NC1)N1C(N(C(C1)C(=O)OC(C)(C)C)C)=O (1,1-Dimethylethyl 1-(5-fluoro-2-pyrimidinyl)-3-methyl-2-oxo-4-imidazolidinecarboxylate). Reported procedure: To a solution of 1,1-dimethylethyl 3-methyl-2-oxo-4-imidazolidinecarboxylate (200 mg, 0.999 mmol) (prepared as described in step (iii) of Example 13, starting from (4S)-2-oxo-3-{[(phenylmethyl)oxy]carbonyl}-4-imidazolidinecarboxylic acid) and 2,2-difluoroethyl trifluoromethanesulfonate (428 mg, 1.998 mmol) in N,N-dimethylformamide (4 ml) at −35° C. under argon was added sodium hydride (80 mg, 1.998 mmol). The reaction mixture was warmed to 0° C. over 2 hours, quenched with water (10 ml) and extr... Run in ClCCl (dichloromethane). The reactants are COC(NC(C(C)C)C(=O)N1C(CC(C1)=C)C=1NC(=CN1)C1=CC2=CC=C(C=C2C=C1)C1=CC=C(C=C1)C=1NC(=NC1)C1N(CCC1)C(C(C1=CC=CC=C1)NC(=O)OC)=O)=O ([1-(2-{5-[6-(4-{2-[1-(2-Methoxycarbonylamino-2-phenyl-acetyl)-pyrrolidin-2-yl]-3H-imidazol-4-yl}-phenyl)-naphthalen-2-yl]-1H-imidazol-2-yl}-4-methylene-pyrrolidine-1-carbonyl)-2-methyl-propyl]-carbamic acid methyl ester), COC(=O)NC(C(=O)O)C1=C(C=CC=C1)OC (Methoxycarbonylamino-(2-methoxy-phenyl)-acetic acid). The product is COC(NC(C(C)C)C(=O)N1C(CC(C1)=C)C=1NC(=CN1)C1=CC2=CC=C(C=C2C=C1)C1=CC=C(C=C1)C=1NC(=NC1)C1N(CCC1)C(C(C1=C(C=CC=C1)OC)NC(=O)OC)=O)=O ({1-[2-(5-{6-[4-(2-{1-[2-Methoxycarbonylamino-2-(2-methoxy-phenyl)-acetyl]-pyrrolidin-2-yl}-3H-imidazol-4-yl)-phenyl]-naphthalen-2-yl}-1H-imidazol-2-yl)-4-methylene-pyrrolidine-1-carbonyl]-2-methyl-propyl}-carbamic acid methyl ester). Isolated yield 23.0%. As a reaction SMILES: [CH3:1][O:2][C:3](=[O:62])[NH:4][CH:5]([C:9]([N:11]1[CH2:15][C:14](=[CH2:16])[CH2:13][CH:12]1[C:17]1[NH:18][C:19]([C:22]2[CH:31]=[CH:30][C:29]3[C:24](=[CH:25][CH:26]=[C:27]([C:32]4[CH:37]=[CH:36][C:35]([C:38]5[NH:39][C:40]([CH:43]6[CH2:47][CH2:46][CH2:45][N:44]6[C:48](=[O:61])[CH:49]([NH:56][C:57]([O:59][CH3:60])=[O:58])[C:50]6[CH:55]=[CH:54][CH:53]=[CH:52][CH:51]=6)=[N:41][CH:42]=5)=[CH:34][CH:33]=4)[CH:28]=3)[CH:23]=2)=[CH:20][N:21]=1)=[O:10])[CH:6]([CH3:8])[CH3:7].[CH3:63][O:64]C(NC(C1C=CC=CC=1OC)C(O)=O)=O>>[CH3:1][O:2][C:3](=[O:62])[NH:4][CH:5]([C:9]([N:11]1[CH2:15][C:14](=[CH2:16])[CH2:13][CH:12]1[C:17]1[NH:18][C:19]([C:22]2[CH:31]=[CH:30][C:29]3[C:24](=[CH:25][CH:26]=[C:27]([C:32]4[CH:33]=[CH:34][C:35]([C:38]5[NH:39][C:40]([CH:43]6[CH2:47][CH2:46][CH2:45][N:44]6[C:48](=[O:61])[CH:49]([NH:56][C:57]([O:59][CH3:60])=[O:58])[C:50]6[CH:51]=[CH:52][CH:53]=[CH:54][C:55]=6[O:64][CH3:63])=[N:41][CH:42]=5)=[CH:36][CH:37]=4)[CH:28]=3)[CH:23]=2)=[CH:20][N:21]=1)=[O:10])[CH:6]([CH3:7])[CH3:8]. Reported procedure: This compound was synthesized using the same method used to synthesize [1-(2-{5-[6-(4-{2-[1-(2-Methoxycarbonylamino-2-phenyl-acetyl)-pyrrolidin-2-yl]-3H-imidazol-4-yl}-phenyl)-naphthalen-2-yl]-1H-imidazol-2-yl}-4-methylene-pyrrolidine-1-carbonyl)-2-methyl-propyl]-carbamic acid methyl ester using Methoxycarbonylamino-(2-methoxy-phenyl)-acetic acid (0.020 g, 0.082 mmol) giving {1-[2-(5-{6-[4-(2-{1-[2-Methoxycarbonylamino-2-(2-methoxy-phenyl)-acetyl]-pyrrolidin-2-yl}-3H-imidazol-4-yl)-phenyl]-napht... Reactants: N1=CC=C(C=C1)CC(=O)NN (4-pyridineacetic acid hydrazide), ClC=1N=NC(=CC1)C=1SC=CC1 (3-chloro-6-thiophen-2-yl-pyridazine). Product: N1=CC=C(C=C1)CC1=NN=C2N1N=C(C=C2)C=2SC=CC2 (3-Pyridin-4-ylmethyl-6-thiophen-2-yl-[1,2,4]triazolo[4,3-b]pyridazine). RXN SMILES: [N:1]1[CH:6]=[CH:5][C:4]([CH2:7][C:8]([NH:10][NH2:11])=O)=[CH:3][CH:2]=1.Cl[C:13]1[N:14]=[N:15][C:16]([C:19]2[S:20][CH:21]=[CH:22][CH:23]=2)=[CH:17][CH:18]=1>>[N:1]1[CH:6]=[CH:5][C:4]([CH2:7][C:8]2[N:14]3[N:15]=[C:16]([C:19]4[S:20][CH:21]=[CH:22][CH:23]=4)[CH:17]=[CH:18][C:13]3=[N:11][N:10]=2)=[CH:3][CH:2]=1. Procedure: The title compound was prepared as described in Example 17 from 4-pyridineacetic acid hydrazide (1.81 mmol) and 3-chloro-6-thiophen-2-yl-pyridazine (0.58 mmol) as a pale yellow solid. 1H NMR (CD3OD) δ 8.50 (2H dd, J=4.6 Hz, 1.4 Hz), 8.22 (1H d, J=9.6 Hz), 7.94 (1H, dd, J=3.8 Hz, 1.2 Hz), 7.93 (1H, d, J=9.8 Hz), 7.74 (1H, dd, J=5.0 Hz, 1.0 Hz), 7.52 (2H, m), 7.23 (1H, dd, J=5.3 Hz, 3.8 Hz), 4.69 (2H, s). ESI-MS (m/z): Calcd for C15H11N5S: 293.1; found 294.2 (M+H).